describe an organic reaction: reactants, conditions, products, and yield From a dataset of the Open Reaction Database (ORD), a public repository of structured organic reaction records. Starting materials: Cl, N=C1SCCN1CC(O)c1ccccc1, [Na+], [OH-], O. The product is c1ccc(C2CN3CCSC3=N2)cc1. As a reaction SMILES: [ClH:1].[NH:2]=[C:3]1[S:4][CH2:5][CH2:6][N:7]1[CH2:8][CH:9]([c:10]1[cH:11][cH:12][cH:13][cH:14][cH:15]1)[OH:16].[Na+:18].[OH-:17].[OH2:19]>>[N:2]1=[C:3]2[S:4][CH2:5][CH2:6][N:7]2[CH2:8][CH:9]1[c:10]1[cH:11][cH:12][cH:13][cH:14][cH:15]1. Starting materials: C1CCOC1, CC(C)(C)[O-], CCOC(C)=O, CCOCC, Cl, [K+], COC(=O)CCC(C(N)=O)N1Cc2c(OCc3ccc(CN4CCOCC4)cc3)cccc2C1=O, [Na+], O=C([O-])O. Yields the product O=C1CCC(N2Cc3c(OCc4ccc(CN5CCOCC5)cc4)cccc3C2=O)C(=O)N1. Reaction SMILES: [CH2:59]1[O:60][CH2:61][CH2:62][CH2:63]1.[CH3:36][C:37]([O-:38])([CH3:39])[CH3:40].[CH3:48][CH2:49][O:50][C:51]([CH3:52])=[O:53].[CH3:54][CH2:55][O:56][CH2:57][CH3:58].[ClH:42].[K+:41].[NH2:1][C:2]([CH:3]([CH2:4][CH2:5][C:6]([O:8][CH3:7])=[O:9])[N:10]1[C:11](=[O:34])[c:12]2[cH:13][cH:14][cH:15][c:16]([O:19][CH2:20][c:21]3[cH:22][cH:23][c:24]([CH2:27][N:28]4[CH2:29][CH2:30][O:31][CH2:32][CH2:33]4)[cH:25][cH:26]3)[c:17]2[CH2:18]1)=[O:35].[Na+:47].[O-:43][C:44]([OH:45])=[O:46]>>[NH:1]1[C:2](=[O:35])[CH:3]([N:10]2[C:11](=[O:34])[c:12]3[cH:13][cH:14][cH:15][c:16]([O:19][CH2:20][c:21]4[cH:22][cH:23][c:24]([CH2:27][N:28]5[CH2:29][CH2:30][O:31][CH2:32][CH2:33]5)[cH:25][cH:26]4)[c:17]3[CH2:18]2)[CH2:4][CH2:5][C:6]1=[O:8]. The reactants are CC(=O)c1ccc(OCCCBr)cc1C, CN(C)C=O, CC#N, Cl, Fc1ccc2c(C3CCNCC3)noc2c1, [K+], [K+], O=C([O-])[O-]. Yields the product CC(=O)c1ccc(OCCCN2CCC(c3noc4cc(F)ccc34)CC2)cc1C. As a reaction SMILES: [Br:24][CH2:25][CH2:26][CH2:27][O:28][c:29]1[cH:30][c:31]([CH3:38])[c:32]([C:35]([CH3:36])=[O:37])[cH:33][cH:34]1.[CH3:39][N:40]([CH3:41])[CH:42]=[O:43].[CH3:44][C:45]#[N:46].[ClH:1].[F:2][c:3]1[cH:4][c:5]2[c:6]([c:7]([CH:10]3[CH2:11][CH2:12][NH:13][CH2:14][CH2:15]3)[n:8][o:9]2)[cH:16][cH:17]1.[K+:18].[K+:19].[O-:20][C:21]([O-:22])=[O:23]>>[F:2][c:3]1[cH:4][c:5]2[c:6]([c:7]([CH:10]3[CH2:11][CH2:12][N:13]([CH2:25][CH2:26][CH2:27][O:28][c:29]4[cH:30][c:31]([CH3:38])[c:32]([C:35]([CH3:36])=[O:37])[cH:33][cH:34]4)[CH2:14][CH2:15]3)[n:8][o:9]2)[cH:16][cH:17]1. The reactants are CC#N, O=C1CCC(=O)N1Br, CCOC(=O)c1csc(N2CCc3cccc(C(=O)Nc4nc5ccccc5s4)c3C2)n1. Yields the product CCOC(=O)c1nc(N2CCc3cccc(C(=O)Nc4nc5ccccc5s4)c3C2)sc1Br. As a reaction SMILES: [CH3:41][C:42]#[N:43].[O:33]=[C:34]1[N:35]([Br:40])[C:36](=[O:37])[CH2:38][CH2:39]1.[s:1]1[c:2]([NH:10][C:11](=[O:12])[c:13]2[cH:14][cH:15][cH:16][c:17]3[c:22]2[CH2:21][N:20]([c:23]2[s:24][cH:25][c:26]([C:28](=[O:29])[O:30][CH2:31][CH3:32])[n:27]2)[CH2:19][CH2:18]3)[n:3][c:4]2[c:5]1[cH:6][cH:7][cH:8][cH:9]2>>[s:1]1[c:2]([NH:10][C:11](=[O:12])[c:13]2[cH:14][cH:15][cH:16][c:17]3[c:22]2[CH2:21][N:20]([c:23]2[s:24][c:25]([Br:40])[c:26]([C:28](=[O:29])[O:30][CH2:31][CH3:32])[n:27]2)[CH2:19][CH2:18]3)[n:3][c:4]2[c:5]1[cH:6][cH:7][cH:8][cH:9]2.